From a dataset of the Open Reaction Database (ORD), a public repository of structured organic reaction records. describe an organic reaction: reactants, conditions, products, and yield The reactants are solution, CC1=C(C(C(=O)O)=CC=C1)N (3-methylanthranilic acid), C(=O)(Cl)Cl (phosgene). Run in C1(=CC=CC=C1)C (toluene), O1CCOCC1 (1,4-dioxane). Run at time 8 hour. The product is CC1=C2C(C(=O)OC(N2)=O)=CC=C1 (3-methylisatoic anhydride). Yield: 99.5%. As a reaction SMILES: [CH3:1][C:2]1[CH:10]=[CH:9][CH:8]=[C:4]([C:5]([OH:7])=[O:6])[C:3]=1[NH2:11].[C:12](Cl)(Cl)=[O:13]>O1CCOCC1.C1(C)C=CC=CC=1>[CH3:1][C:2]1[CH:10]=[CH:9][CH:8]=[C:4]2[C:5]([O:7][C:12](=[O:13])[NH:11][C:3]=12)=[O:6]. Procedure: To a mixture of 10.0 g (66.0 mmol) of 3-methylanthranilic acid in 60 mL of 1,4-dioxane was slowly added 100 mL (193 mmol) of a 1.93 molar solution of phosgene in toluene, at room temperature. The mixture was stirred overnight. The mixture was concentrated in vacuo to yield a residue which was triturated with ethyl acetate-hexane (1:4), filtered, washed with hexane and dried to afford 11.66 g (99.5%) of the 3-methylisatoic anhydride as an off white solid. MS (Cl mode) m/z 160 (M-18, 100%), 178 (M... Reactants: 2-hexyl-N-N'-dimethyl-N,N'-dibutyl-propane diamide, C(CCC)[Li] (n-butyl lithium), C(CCC)[Li] (n-butyl lithium), CN(C(CC(=O)N(CCCC)C)=O)CCCC (N,N'-dimethyl-N,N'-dibutyl-propane diamide), C(CCCCC)I (hexyl iodide), C(=O)=O (carbon dioxide), C(CCCCC)I (hexyl iodide). Run in O1CCCC1 (tetrahydrofuran), O1CCCC1 (tetrahydrofuran), O1CCCC1 (tetrahydrofuran), C(Cl)Cl (methylene chloride), O1CCCC1 (tetrahydrofuran), O1CCCC1 (tetrahydrofuran), O.C(C)O (water ethanol). The product is C(CCCCC)C(C(=O)N(CCCC)C)C(=O)N(CCCC)C (2-hexyl-N,N'-dimethyl-N,N'-dibutyl-propane diamide). Reaction SMILES: [CH3:1][N:2]([CH2:14][CH2:15][CH2:16][CH3:17])[C:3](=[O:13])[CH2:4][C:5]([N:7]([CH3:12])[CH2:8][CH2:9][CH2:10][CH3:11])=[O:6].C(=O)=O.C([Li])CCC.[CH2:26](I)[CH2:27][CH2:28][CH2:29][CH2:30][CH3:31]>O1CCCC1.C(Cl)Cl.O.C(O)C>[CH2:26]([CH:4]([C:3]([N:2]([CH3:1])[CH2:14][CH2:15][CH2:16][CH3:17])=[O:13])[C:5]([N:7]([CH3:12])[CH2:8][CH2:9][CH2:10][CH3:11])=[O:6])[CH2:27][CH2:28][CH2:29][CH2:30][CH3:31] |f:6.7|. Procedure details: Preparation of 2-hexyl-N-N'-dimethyl-N,N'-dibutyl-propane diamide of formula: ##STR27## 0.1 mol of N,N'-dimethyl-N,N'-dibutyl-propane diamide dissolved in 400 ml of tetrahydrofuran are introduced into a one liter reactor, scavenged by a nitrogen stream. Cooling takes place to -50° C. using an acetone bath and solid carbon dioxide and pouring takes place of a solution of n-butyl lithium prepared from 0.1 mol of n-butyl lithium in 100 ml of anhydrous tetrahydrofuran. Under the same conditions is p...